Dataset: the Open Reaction Database (ORD), a public repository of structured organic reaction records. Task: describe an organic reaction: reactants, conditions, products, and yield The reactants are COC(C(C)N1C=C(C=2C=NC=C(C21)F)I)=O (2-(7-fluoro-3-iodo-pyrrolo[3,2-c]pyridin-1-yl)-propionic acid methyl ester), CC(C)([O-])C.[K+] (Potassium tert-butoxide). The solvent is C1CCOC1 (THF). Conditions: time 10 minute. Product: COC(C(C)(C)N1C=C(C=2C=NC=C(C21)F)I)=O (2-(7-Fluoro-3-iodo-pyrrolo[3,2-c]pyridin-1-yl)-2-methyl-propionic acid methyl ester). The yield is 78.1%. As a reaction SMILES: [CH3:1][O:2][C:3](=[O:17])[CH:4]([N:6]1[C:14]2[C:13]([F:15])=[CH:12][N:11]=[CH:10][C:9]=2[C:8]([I:16])=[CH:7]1)[CH3:5].[CH3:18]C(C)([O-])C.[K+]>C1COCC1>[CH3:1][O:2][C:3](=[O:17])[C:4]([N:6]1[C:14]2[C:13]([F:15])=[CH:12][N:11]=[CH:10][C:9]=2[C:8]([I:16])=[CH:7]1)([CH3:18])[CH3:5] |f:1.2|. Procedure: To a stirred solution of 2-(7-fluoro-3-iodo-pyrrolo[3,2-c]pyridin-1-yl)-propionic acid methyl ester (8 g, 22.98 mmol) in dry THF (80 mL) was added Mel (1.85 mL, 29.87 mmol) and the flask was placed in a water bath. Potassium tert-butoxide (1M in THF, 29.87 mL, 29.87 mmol) was added over 10 minutes and the mixture was stirred for an additional 10 minutes. Then reaction was quenched with water and few drops of 0.2M HCl and then diluted with EtOAc. The organic layer was washed with water, brine, dr...